Dataset: the Open Reaction Database (ORD), a public repository of structured organic reaction records. Task: describe an organic reaction: reactants, conditions, products, and yield Reactants: ClCCl, OCCCN1CCN(CCF)CC1, COc1cc2c(Oc3ccc4[nH]c(C)cc4c3F)ncnc2cc1O, c1ccc(P(c2ccccc2)c2ccccc2)cc1. As a reaction SMILES: [Cl:58][CH2:59][Cl:60].[F:1][CH2:2][CH2:3][N:4]1[CH2:5][CH2:6][N:7]([CH2:10][CH2:11][CH2:12][OH:13])[CH2:8][CH2:9]1.[F:33][c:34]1[c:35]2[cH:36][c:37]([CH3:57])[nH:38][c:39]2[cH:40][cH:41][c:42]1[O:43][c:44]1[n:45][cH:46][n:47][c:48]2[cH:49][c:50]([OH:56])[c:51]([O:54][CH3:55])[cH:52][c:53]12.[c:14]1([P:15]([c:16]2[cH:17][cH:18][cH:19][cH:20][cH:21]2)[c:22]2[cH:23][cH:24][cH:25][cH:26][cH:27]2)[cH:28][cH:29][cH:30][cH:31][cH:32]1>>[F:1][CH2:2][CH2:3][N:4]1[CH2:5][CH2:6][N:7]([CH2:10][CH2:11][CH2:12][O:13][c:50]2[cH:49][c:48]3[n:47][cH:46][n:45][c:44]([O:43][c:42]4[c:34]([F:33])[c:35]5[cH:36][c:37]([CH3:57])[nH:38][c:39]5[cH:40][cH:41]4)[c:53]3[cH:52][c:51]2[O:54][CH3:55])[CH2:8][CH2:9]1. Product: COc1cc2c(Oc3ccc4[nH]c(C)cc4c3F)ncnc2cc1OCCCN1CCN(CCF)CC1.